This data is from the Open Reaction Database (ORD), a public repository of structured organic reaction records. The task is: describe an organic reaction: reactants, conditions, products, and yield The reactants are CC(=O)C.OS(=O)(=O)O.O=[Cr](=O)=O (Jones reagent), CC1(OCC2(CCC1O2)CC=O)CCCC(COC2OCCCC2)C ((1RS,4SR,5RS)-4-methyl-4-[4-methyl-5-(tetrahydropyran-2-yloxy)pentyl]-3,8-dioxabicyclo [3.2.1] octane-1-acetaldehyde), CC(=O)C (acetone), [N+](=[N-])=C (diazomethane). The solvent is CCOCC (ether), CCOCC (ether), O (water), C(C)(=O)OCC (ethyl acetate), CC(C)O (2-propanol). The product is CC1(OCC2(CCC1O2)CC(=O)OC)CCCC(COC2OCCCC2)C (methyl (1RS,4SR,5RS)-4-methyl-4-[4-methyl-5-(tetrahydropyran-2-yloxy)pentyl]-3,8-dioxabicyclo [3.2.1] octane-1-acetate). Yield: 83.0%. RXN SMILES: C[C:2](C)=[O:3].OS(O)(=O)=O.O=[Cr](=O)=O.[CH3:14][C:15]1([CH2:26][CH2:27][CH2:28][CH:29]([CH3:38])[CH2:30][O:31][CH:32]2[CH2:37][CH2:36][CH2:35][CH2:34][O:33]2)[CH:21]2[O:22][C:18]([CH2:23][CH:24]=[O:25])([CH2:19][CH2:20]2)[CH2:17][O:16]1.CC(C)=O.[N+](=C)=[N-]>CCOCC.O.C(OCC)(=O)C.CC(O)C>[CH3:14][C:15]1([CH2:26][CH2:27][CH2:28][CH:29]([CH3:38])[CH2:30][O:31][CH:32]2[CH2:37][CH2:36][CH2:35][CH2:34][O:33]2)[CH:21]2[O:22][C:18]([CH2:23][C:24]([O:3][CH3:2])=[O:25])([CH2:19][CH2:20]2)[CH2:17][O:16]1 |f:0.1.2|. Procedure: An excess of Jones reagent (4 ml, 4 mM) is added slowly to a mixture of (1RS,4SR,5RS)-4-methyl-4-[4-methyl-5-(tetrahydropyran-2-yloxy)pentyl]-3,8-dioxabicyclo [3.2.1] octane-1-acetaldehyde (813 mg, 2.3 mM) and acetone (20 ml) at 0° C. The resulting mixture is stirred for thirty minutes and treated with 2-propanol (2 ml) followed by ethyl acetate (50 ml) and water (20 ml). The organic layer is separated and the aqueous layer is extracted with ethyl acetate (3×20 ml). The combined organic layers a... Starting materials: FeCl3, I(=O)(=O)(=O)O (periodic acid), I(=O)(=O)(=O)O (periodic acid), FeCl3, C(C)(=O)O.C(#N)C=1C=C(C2=CC=CC=C2C1)C(=O)N(C)CC(CCN1CC(C1)N1CCSCC1)C1=CC=C(C=C1)C#N (3-Cyano-N-[2-(4-cyanophenyl)-4-(3-thiomorpholin-4-ylazetidin-1-yl)butyl]-N-methyl-1-naphthamide acetate). Solvent: C(C)#N (acetonitrile), C(Cl)Cl (CH2Cl2), resultant solution. Run at time 5 minute. Yields the product C(C)(=O)[O-].[NH4+] (ammonium acetate), C(C)(=O)O.C(#N)C=1C=C(C2=CC=CC=C2C1)C(=O)N(C)CC(CCN1CC(C1)N1CCS(CC1)=O)C1=CC=C(C=C1)C#N (3-Cyano-N-{2-(4-cyanophenyl)-4-[3-(1-oxidothiomorpholin-4-yl)azetidin-1-yl]butyl}-N-methyl-1-naphthamide acetate). Yield: 83.4%. Reaction SMILES: [C:1]([OH:4])(=[O:3])[CH3:2].[C:5]([C:7]1[CH:8]=[C:9]([C:17]([N:19]([CH2:21][CH:22]([C:35]2[CH:40]=[CH:39][C:38]([C:41]#[N:42])=[CH:37][CH:36]=2)[CH2:23][CH2:24][N:25]2[CH2:28][CH:27]([N:29]3[CH2:34][CH2:33][S:32][CH2:31][CH2:30]3)[CH2:26]2)[CH3:20])=[O:18])[C:10]2[C:15]([CH:16]=1)=[CH:14][CH:13]=[CH:12][CH:11]=2)#[N:6].I(O)(=O)(=O)=[O:44]>C(#N)C.C(Cl)Cl>[C:1]([O-:4])(=[O:3])[CH3:2].[NH4+:6].[C:1]([OH:4])(=[O:3])[CH3:2].[C:5]([C:7]1[CH:8]=[C:9]([C:17]([N:19]([CH2:21][CH:22]([C:35]2[CH:36]=[CH:37][C:38]([C:41]#[N:42])=[CH:39][CH:40]=2)[CH2:23][CH2:24][N:25]2[CH2:26][CH:27]([N:29]3[CH2:30][CH2:31][S:32](=[O:44])[CH2:33][CH2:34]3)[CH2:28]2)[CH3:20])=[O:18])[C:10]2[C:15]([CH:16]=1)=[CH:14][CH:13]=[CH:12][CH:11]=2)#[N:6] |f:0.1,5.6,7.8|. Procedure details: 3-Cyano-N-[2-(4-cyanophenyl)-4-(3-thiomorpholin-4-ylazetidin-1-yl)butyl]-N-methyl-1-naphthamide acetate (see Example 28; 60 mg, 0.10 mmol) was dissolved in a mixture of acetonitrile (3 mL) and CH2Cl2 (1 mL) and to the resultant solution was added a catalytic amount of FeCl3 with cooling. The mixture was stirred for 5 min and then periodic acid (26 mg, 0.11 mmol) was added whereupon stirring was continued overnight at 0° C. Another catalytic amount of FeCl3 as well as an additional portion of per...